From a dataset of the Open Reaction Database (ORD), a public repository of structured organic reaction records. describe an organic reaction: reactants, conditions, products, and yield Yields the product CCC(CC)(c1ccc(OCC(O[Si](C)(C)C(C)(C)C)C(C)(C)C)c(C)c1)c1cc(C)cs1. Reactants: CCC(CC)(c1ccc(OCC(O)C(C)(C)C)c(C)c1)c1cc(C)cs1, Cc1cccc(C)n1, ClCCl, CC(C)(C)[Si](C)(C)OS(=O)(=O)C(F)(F)F. As a reaction SMILES: [CH2:1]([CH3:2])[C:3]([CH2:4][CH3:5])([c:6]1[s:7][cH:8][c:9]([CH3:11])[cH:10]1)[c:12]1[cH:13][c:14]([CH3:26])[c:15]([O:16][CH2:17][CH:18]([C:19]([CH3:20])([CH3:21])[CH3:22])[OH:23])[cH:24][cH:25]1.[CH3:27][c:28]1[n:29][c:30]([CH3:31])[cH:32][cH:33][cH:34]1.[Cl:50][CH2:51][Cl:52].[F:35][C:36]([F:37])([F:38])[S:39]([O:40][Si:41]([CH3:42])([CH3:43])[C:44]([CH3:45])([CH3:46])[CH3:47])(=[O:48])=[O:49]>>[CH2:1]([CH3:2])[C:3]([CH2:4][CH3:5])([c:6]1[s:7][cH:8][c:9]([CH3:11])[cH:10]1)[c:12]1[cH:13][c:14]([CH3:26])[c:15]([O:16][CH2:17][CH:18]([C:19]([CH3:20])([CH3:21])[CH3:22])[O:23][Si:41]([CH3:42])([CH3:43])[C:44]([CH3:45])([CH3:46])[CH3:47])[cH:24][cH:25]1.